Dataset: the Open Reaction Database (ORD), a public repository of structured organic reaction records. Task: describe an organic reaction: reactants, conditions, products, and yield Reactants: CCN(C(C)C)C(C)C (DIPEA), C([O-])([O-])=O.[K+].[K+] (potassium carbonate), BrC(CC)CC (3-bromopentane), CCN(C(C)C)C(C)C (DIPEA), C(CCC)OC1=NC(=C2N=C(N(C2=N1)CCC1CNCCC1)OC)N (2-(Butyloxy)-8-(methyloxy)-9-[2-(3-piperidinyl)ethyl]-9H-purin-6-amine). Solvent: C(C)#N (acetonitrile), C(C)#N (acetonitrile), CO (MeOH), CS(=O)C (DMSO), CN(C)C=O (DMF). Conditions: temperature 50 celsius, time 4 hour. The product is BrC(CC)CC (3-bromopentane), NC1=C2NC(N(C2=NC(=N1)OCCCC)CCC1CN(CCC1)C(CC)CC)=O (6-Amino-2-(butyloxy)-9-{2-[1-(1-ethylpropyl)-3-piperidinyl]ethyl}-7,9-dihydro-8H-purin-8-one). As a reaction SMILES: [CH2:1]([O:5][C:6]1[N:14]=[C:13]2[C:9]([N:10]=[C:11]([O:23]C)[N:12]2[CH2:15][CH2:16][CH:17]2[CH2:22][CH2:21][CH2:20][NH:19][CH2:18]2)=[C:8]([NH2:25])[N:7]=1)[CH2:2][CH2:3][CH3:4].CCN(C(C)C)C(C)C.C(=O)([O-])[O-].[K+].[K+].[Br:41][CH:42]([CH2:45][CH3:46])[CH2:43][CH3:44]>C(#N)C.CN(C=O)C.CO.CS(C)=O>[Br:41][CH:42]([CH2:45][CH3:46])[CH2:43][CH3:44].[NH2:25][C:8]1[N:7]=[C:6]([O:5][CH2:1][CH2:2][CH2:3][CH3:4])[N:14]=[C:13]2[C:9]=1[NH:10][C:11](=[O:23])[N:12]2[CH2:15][CH2:16][CH:17]1[CH2:22][CH2:21][CH2:20][N:19]([CH:42]([CH2:45][CH3:46])[CH2:43][CH3:44])[CH2:18]1 |f:2.3.4|. Reported procedure: A solution of 3-bromopentane was prepared by dissolving 1 mmole in acetonitrile (1 ml). A portion of this solution (0.12 ml, equivalent to 0.12 mmol) was added to a test tube. 2-(Butyloxy)-8-(methyloxy)-9-[2-(3-piperidinyl)ethyl]-9H-purin-6-amine (435 mg, 1.2 mmol) was dissolved in DMF (6.0 ml) and an aliquot (0.5 ml, 0.1 mmol) dispensed to the tube. DIPEA (40 μL, 0.23 mmol) and potassium carbonate (46 mg, 0.3 mmol) added, and heated to 50° C. for 18 hr. An additional aliquot of 3-bromopentane i...